From a dataset of the Open Reaction Database (ORD), a public repository of structured organic reaction records. describe an organic reaction: reactants, conditions, products, and yield The reactants are C1CCOC1, CN(C)CCN(C)C, [Li]CCCC, CC1COCCN1c1nc(Cl)nc2c1ncn2C, Cl, CN(C)C=O. Yields the product CC1COCCN1c1nc(Cl)nc2c1nc(C=O)n2C. RXN SMILES: [CH2:38]1[O:39][CH2:40][CH2:41][CH2:42]1.[CH3:19][N:20]([CH3:21])[CH2:22][CH2:23][N:24]([CH3:25])[CH3:26].[CH3:27][CH2:28][CH2:29][CH2:30][Li:31].[Cl:1][c:2]1[n:3][c:4]([N:12]2[CH:13]([CH3:18])[CH2:14][O:15][CH2:16][CH2:17]2)[c:5]2[n:6][cH:7][n:8]([CH3:11])[c:9]2[n:10]1.[ClH:37].[O:32]=[CH:33][N:34]([CH3:35])[CH3:36]>>[Cl:1][c:2]1[n:3][c:4]([N:12]2[CH:13]([CH3:18])[CH2:14][O:15][CH2:16][CH2:17]2)[c:5]2[n:6][c:7]([CH:33]=[O:32])[n:8]([CH3:11])[c:9]2[n:10]1. Reactants: CCC(C=O)Nc1cc(C)nc(Oc2c(C)cc(Cl)cc2C)c1C(=O)OC, CN, CC(=O)O, CC(Cl)Cl, [Na+], [Na+], O=S(=O)([O-])[O-]. The product is CCC(CNC)Nc1cc(C)nc(Oc2c(C)cc(Cl)cc2C)c1C(=O)OC. RXN SMILES: [CH3:1][O:2][C:3]([c:4]1[c:5]([O:17][c:18]2[c:19]([CH3:26])[cH:20][c:21]([Cl:25])[cH:22][c:23]2[CH3:24])[n:6][c:7]([CH3:16])[cH:8][c:9]1[NH:10][CH:11]([CH2:12][CH3:13])[CH:14]=[O:15])=[O:27].[CH3:28][NH2:29].[CH3:30][C:31](=[O:32])[OH:33].[Cl:41][CH:42]([Cl:43])[CH3:44].[Na+:34].[Na+:35].[O-:36][S:37]([O-:38])(=[O:39])=[O:40]>>[CH3:1][O:2][C:3]([c:4]1[c:5]([O:17][c:18]2[c:19]([CH3:26])[cH:20][c:21]([Cl:25])[cH:22][c:23]2[CH3:24])[n:6][c:7]([CH3:16])[cH:8][c:9]1[NH:10][CH:11]([CH2:12][CH3:13])[CH2:14][NH:29][CH3:28])=[O:27]. Reactants: ClC=1C=C(C(=O)NC2=C(C=C(C(=C2)Cl)[N+](=O)[O-])O)C=CC1Cl (2-(3,4-dichlorobenzamido)-4-chloro-5-nitrophenol). Reagents/catalysts: [Ni] (Raney Nickel). Run in C(C)(=O)OCC (ethyl acetate), CN(C=O)C (dimethylformamide). Reaction conditions: time 15 hour. Yields the product ClC=1C=C(C(=O)NC2=C(C=C(C(=C2)Cl)N)O)C=CC1Cl (2-(3,4-Dichlorobenzamido)-4-chloro-5-aminophenol). The yield is 81.4%. RXN SMILES: [Cl:1][C:2]1[CH:3]=[C:4]([CH:19]=[CH:20][C:21]=1[Cl:22])[C:5]([NH:7][C:8]1[CH:13]=[C:12]([Cl:14])[C:11]([N+:15]([O-])=O)=[CH:10][C:9]=1[OH:18])=[O:6]>C(OCC)(=O)C.CN(C)C=O.[Ni]>[Cl:1][C:2]1[CH:3]=[C:4]([CH:19]=[CH:20][C:21]=1[Cl:22])[C:5]([NH:7][C:8]1[CH:13]=[C:12]([Cl:14])[C:11]([NH2:15])=[CH:10][C:9]=1[OH:18])=[O:6]. Reported procedure: The nitrophenol (3) (36.0 g, 0.1 mol) was dissolved in ethyl acetate (250 ml) and dimethylformamide (DMF) (50 ml). The solution was hydrogenated over Raney Nickel at 3040 kPa (30 atm)/25 C. for 15 h. The catalyst was removed by filtration through a pad of Kieselguhr and the ethyl acetate removed in vacuo. The residual solution of aminophenol (4) in DMF was poured on to an ice/water mixture (1.51) to precipitate aminophenol (4) (27 g, yield 84%), which was collected by filtration and dried. This ... Starting materials: C(C)(C)(C)OC(=O)N1CCC(CC1)OC1=CC=C(C=C1)[N+](=O)[O-] (4-(4-nitro-phenoxy)-piperidine-1-carboxylic acid tert-butyl ester), amine, C1(=CC=CC=C1)C=1OC(=C(N1)C(=O)O)C(F)(F)F (2-phenyl-5-trifluoromethyloxazole-4-carboxylic acid). The product is C(C)(C)(C)OC(=O)N1CCC(CC1)OC1=CC=C(C=C1)NC(=O)C=1N=C(OC1C(F)(F)F)C1=CC=CC=C1 (4-{4-[(2-phenyl-5-trifluoromethyl-oxazole-4-carbonyl)-amino]-phenoxy}-piperidine-1-carboxylic acid tert-butyl ester). Reaction SMILES: [C:1]([O:5][C:6]([N:8]1[CH2:13][CH2:12][CH:11]([O:14][C:15]2[CH:20]=[CH:19][C:18]([N+:21]([O-])=O)=[CH:17][CH:16]=2)[CH2:10][CH2:9]1)=[O:7])([CH3:4])([CH3:3])[CH3:2].[C:24]1([C:30]2[O:31][C:32]([C:38]([F:41])([F:40])[F:39])=[C:33]([C:35](O)=[O:36])[N:34]=2)[CH:29]=[CH:28][CH:27]=[CH:26][CH:25]=1>>[C:1]([O:5][C:6]([N:8]1[CH2:13][CH2:12][CH:11]([O:14][C:15]2[CH:20]=[CH:19][C:18]([NH:21][C:35]([C:33]3[N:34]=[C:30]([C:24]4[CH:29]=[CH:28][CH:27]=[CH:26][CH:25]=4)[O:31][C:32]=3[C:38]([F:40])([F:41])[F:39])=[O:36])=[CH:17][CH:16]=2)[CH2:10][CH2:9]1)=[O:7])([CH3:4])([CH3:3])[CH3:2]. Procedure details: To a solution of 4-fluoronitrobenzene (1.41 g, 10 mmol) in THF (50 mL) was added N-Boc-4-hydroxypiperidine (2.01 g, 10 mmol) and sodium hydride (60% in mineral oil, 583 mg, 14.5 mmol). The mixture was stirred at room temperature for 14 hrs. After purification through flash column chromatography, 4-(4-nitro-phenoxy)-piperidine-1-carboxylic acid tert-butyl ester (2.51 g, 78% yield) was obtained as a solid. This nitro compound was hydrogenated to the corresponding amine and coupled with 2-phenyl-5-... Starting materials: OS(=O)(=O)O (H2SO4), C1N2CN3CN1CN(C2)C3 (hexamethylenetetramine), FC1=C(C(=CC=C1F)F)O (2,3,6-trifluorophenol), O (water). Run in C(=O)(C(F)(F)F)O (TFA). Conditions: time 30 minute. The product is FC1=C(C=O)C=C(C(=C1F)O)F (2,3,5-trifluoro-4-hydroxy-benzaldehyde). Reaction SMILES: [CH2:1]1N2CN3CN(C2)CN1C3.[F:11][C:12]1[C:17]([F:18])=[CH:16][CH:15]=[C:14]([F:19])[C:13]=1[OH:20].[OH2:21].OS(O)(=O)=O>C(O)(C(F)(F)F)=O>[F:18][C:17]1[C:12]([F:11])=[C:13]([OH:20])[C:14]([F:19])=[CH:15][C:16]=1[CH:1]=[O:21]. Reported procedure: Add hexamethylenetetramine (7.10 g, 50.6 mmol) portion wise to a solution of 2,3,6-trifluorophenol (5.00 g, 33.7 mmol) in TFA (35 ml) at ambient temperature and reflux for 15 hours. After cooling, treat the reaction mixture with water (60 ml), followed by 50% aq. H2SO4 (30 ml), and stir at ambient temperature for 30 minutes. Extract with EtOAc (2×) and wash with 1N aq. HCl (3×) and water. Extract the organic with 2N aq. NaOH (2×) and acidify the alkaline extract with conc. HCl while cooling in a... Starting materials: C(C1=CC=CC=C1)N1CCC(CC1)(O)C1=CC(=NC2=C(C=CC=C12)C(F)(F)F)C(F)(F)F (1-benzyl-4-(2,8-bis(trifluoromethyl)-4-quinolinyl)-4-piperidinol). The reagents and catalysts are [OH-].[Pd+2].[OH-] (palladium hydroxide). Solvent: CO (MeOH). The product is FC(C1=NC2=C(C=CC=C2C(=C1)C1(CCNCC1)O)C(F)(F)F)(F)F (4-(2,8-Bis(trifluoromethyl)-4-quinolinyl)-4-piperidinol). Isolated yield 62.4%. RXN SMILES: C([N:8]1[CH2:13][CH2:12][C:11]([C:15]2[C:24]3[C:19](=[C:20]([C:25]([F:28])([F:27])[F:26])[CH:21]=[CH:22][CH:23]=3)[N:18]=[C:17]([C:29]([F:32])([F:31])[F:30])[CH:16]=2)([OH:14])[CH2:10][CH2:9]1)C1C=CC=CC=1>CO.[OH-].[Pd+2].[OH-]>[F:32][C:29]([F:30])([F:31])[C:17]1[CH:16]=[C:15]([C:11]2([OH:14])[CH2:10][CH2:9][NH:8][CH2:13][CH2:12]2)[C:24]2[C:19](=[C:20]([C:25]([F:26])([F:27])[F:28])[CH:21]=[CH:22][CH:23]=2)[N:18]=1 |f:2.3.4|. Reported procedure: A solution of 1-benzyl-4-(2,8-bis(trifluoromethyl)-4-quinolinyl)-4-piperidinol (480 mg, 1.06 mmol) and palladium hydroxide (100 mg) in MeOH (25 mL) was stirred vigorously under an atmosphere of hydrogen (using balloons) for 3 h, filtered through a pad of celite and concentrated in vacuo. The resulting viscous syrup was triturated with ether to give the title compound (241 mg, 63%) as a pale-grey solid: mp 210-220° C. (dec); IR νmax (Nujol)/cm−1 3406, 2924, 1458, 1313, 1154 and 823; NMR δH (400 M... Reactants: C(C)OC(C(C)(C)OC1=CC(=C(C=C1)OCCC=1N=C(OC1C)C=1C=C(C=CC1)C1=CC=CC=C1)CCCC)=O (2-{4-[2-(2-biphenyl-3-yl-5-methyloxazol-4-yl)ethoxy]-3-butylphenoxy}-2-methylpropionic acid ethyl ester), [OH-].[Na+] (NaOH). Procedure: A solution of 2-{4-[2-(2-biphenyl-3-yl-5-methyloxazol-4-yl)ethoxy]-3-butylphenoxy}-2-methylpropionic acid ethyl ester (0.57 mmol) in ethanol (10 mL) was treated with 2.5 N aqueous NaOH (1.1 mL), and heated at 55° C. for 2 h. The reaction was cooled to ambient temperature and concentrated down to near dryness. The residue was then diluted with ethyl acetate (40 mL) and water (20 mL) and acidified to pH=1 with 1 N aqueous HCl. The organic layer was washed with brine (20 mL), dried (Na2SO4) and con... Run in C(C)O (ethanol). Reaction conditions: temperature 55 celsius. Reaction SMILES: C([O:3][C:4](=[O:40])[C:5]([O:8][C:9]1[CH:14]=[CH:13][C:12]([O:15][CH2:16][CH2:17][C:18]2[N:19]=[C:20]([C:24]3[CH:25]=[C:26](C4C=CC=CC=4)[CH:27]=[CH:28][CH:29]=3)[O:21][C:22]=2[CH3:23])=[C:11](CCCC)[CH:10]=1)([CH3:7])[CH3:6])C.[OH-].[Na+]>C(O)C>[C:27]1([C:9]2[CH:14]=[CH:13][CH:12]=[CH:11][CH:10]=2)[CH:28]=[CH:29][C:24]([C:20]2[O:21][C:22]([CH3:23])=[C:18]([CH2:17][CH2:16][O:15][C:12]3[CH:13]=[CH:14][C:9]([O:8][C:5]([CH3:6])([CH3:7])[C:4]([OH:3])=[O:40])=[CH:10][C:11]=3[CH2:16][CH2:17][CH2:18][CH3:22])[N:19]=2)=[CH:25][CH:26]=1 |f:1.2|. The product is C1(=CC=C(C=C1)C=1OC(=C(N1)CCOC1=C(C=C(OC(C(=O)O)(C)C)C=C1)CCCC)C)C1=CC=CC=C1 (2-{4-[2-(2-biphenyl-4-yl-5-methyloxazol-4-yl)ethoxy]-3-butylphenoxy}-2-methylpropionic acid). Starting materials: N (ammonia), ClC1=NC=NC(=C1OC1=C(C=CC=C1)OC)Cl (4,6-dichloro-5-(o-methoxyphenoxy)pyrimidine). Run in C(C)O (ethanol). Reaction conditions: temperature -78 celsius, time 50 hour. The product is NC1=NC=NC(=C1OC1=C(C=CC=C1)OC)Cl (4-amino-6-chloro-5-(o-methoxyphenoxy)pyrimidine). Reaction SMILES: [NH3:1].[Cl:2][C:3]1[C:8]([O:9][C:10]2[CH:15]=[CH:14][CH:13]=[CH:12][C:11]=2[O:16][CH3:17])=[C:7](Cl)[N:6]=[CH:5][N:4]=1>C(O)C>[NH2:1][C:7]1[C:8]([O:9][C:10]2[CH:15]=[CH:14][CH:13]=[CH:12][C:11]=2[O:16][CH3:17])=[C:3]([Cl:2])[N:4]=[CH:5][N:6]=1. Procedure details: 105 ml of ammonia were passed into a solution of 7 g of 4,6-dichloro-5-(o-methoxyphenoxy)pyrimidine in 140 ml of ethanol at -78° C. The reaction mixture was stirred for 15 hours at -78° C. and for 50 hours at room temperature and then concentrated. The residue was distributed between ethyl acetate and water and the organic phase worked up. There were obtained 6.45 g of 4-amino-6-chloro-5-(o-methoxyphenoxy)pyrimidine as white crystals. Starting materials: N1=CC(=CC=C1)CNCCCS (N-(3-pyridylmethyl)3-aminopropanethiol), [N+](=O)([O-])C=C(SC)SC (1-nitro-2,2-bis(methylthio)ethylene). Run in C(C)O (ethanol). Yields the product N1=CC(=CC=C1)CN1C(SCCC1)=C[N+](=O)[O-] (3-(3-pyridylmethyl)2-nitromethylenetetrahydro-2H-1,3-thiazine). Isolated yield 48.4%. RXN SMILES: [N:1]1[CH:6]=[CH:5][CH:4]=[C:3]([CH2:7][NH:8][CH2:9][CH2:10][CH2:11][SH:12])[CH:2]=1.[N+:13]([CH:16]=[C:17](SC)SC)([O-:15])=[O:14]>C(O)C>[N:1]1[CH:6]=[CH:5][CH:4]=[C:3]([CH2:7][N:8]2[CH2:9][CH2:10][CH2:11][S:12][C:17]2=[CH:16][N+:13]([O-:15])=[O:14])[CH:2]=1. Procedure details: A mixture of N-(3-pyridylmethyl)3-aminopropanethiol (1.8 g), 1-nitro-2,2-bis(methylthio)ethylene (1.7 g) and ethanol (40 ml) was heated under reflux for 5 hours under a nitrogen stream. After the reaction, about 2/3 by volume of ethanol was distilled off under reduced pressure. Ether was added little by little to the reaction mixture to precipitate crystals. The crystals were collected by filtration, and washed with a mixture of ethanol and ether to give the desired 3-(3-pyridylmethyl)2-nitromet...